Dataset: the Open Reaction Database (ORD), a public repository of structured organic reaction records. Task: describe an organic reaction: reactants, conditions, products, and yield The reactants are C1(CCC1)N (Cyclobutylamine), [Cl-].[N+](=O)([O-])C1=C(C=CC(=C1)[N+](=O)[O-])[N+]1=CC(=CC=C1)C (1-(2,4-dinitrophenyl)-3-methylpyridinium chloride). Solvent: C(CCC)O (n-butanol). Yields the product [Cl-].C1(CCC1)[N+]1=CC(=CC=C1)C (1-cyclobutyl-3-methylpyridin-1-ium chloride). Isolated yield 56.2%. As a reaction SMILES: C1(N)CCC1.[Cl-:6].[N+](C1C=[C:14]([N+]([O-])=O)[CH:13]=[CH:12][C:11]=1[N+:19]1[CH:24]=[CH:23][CH:22]=[C:21]([CH3:25])[CH:20]=1)([O-])=O>C(O)CCC>[Cl-:6].[CH:11]1([N+:19]2[CH:24]=[CH:23][CH:22]=[C:21]([CH3:25])[CH:20]=2)[CH2:12][CH2:13][CH2:14]1 |f:1.2,4.5|. Procedure: Cyclobutylamine (2.3 g, 32 mmol) was added to 1-(2,4-dinitrophenyl)-3-methylpyridinium chloride (J. Org. Chem. 1997, 62, 729-33) (8.0 g, 31 mmol) in n-butanol (120 mL) at 20° C. and the deep red solution was refluxed overnight. Concentration under vacuum left a residue that was treated with water (20 mL) and the precipitate was removed by filtration, and the operation was repeated twice. The combined aqueous phase was basified with concentrated ammonia (2 mL) and washed twice with EtOAc. Evapora...